describe an organic reaction: reactants, conditions, products, and yield From a dataset of the Open Reaction Database (ORD), a public repository of structured organic reaction records. Reactants: FC1=C(C=CC(=C1)F)OC(=O)OC (2,4-difluoro-1-methoxycarbonyloxybenzene), [N+](=O)(O)[O-] (nitric acid). Run in ice water, S(O)(O)(=O)=O (sulphuric acid), S(O)(O)(=O)=O (sulphuric acid). Conditions: time 3 hour. Product: FC1=C(C=C(C(=C1)F)OC(=O)OC)[N+](=O)[O-] (2,4-difluoro-5-methoxycarbonyloxy-1-nitrobenzene). Isolated yield 45.0%. As a reaction SMILES: [N+:1]([O-:4])(O)=[O:2].[F:5][C:6]1[CH:11]=[C:10]([F:12])[CH:9]=[CH:8][C:7]=1[O:13][C:14]([O:16][CH3:17])=[O:15]>S(=O)(=O)(O)O>[F:12][C:10]1[CH:11]=[C:6]([F:5])[C:7]([O:13][C:14]([O:16][CH3:17])=[O:15])=[CH:8][C:9]=1[N+:1]([O-:4])=[O:2]. Procedure details: A mixture of concentrated nitric acid (4 ml) and concentrated sulphuric acid (4 ml) was added slowly to a cooled mixture of 2,4-difluoro-1-methoxycarbonyloxybenzene (50 g, 0.027 mol) in concentrated sulphuric acid (4 ml) such that the reaction temperature was maintained below 30° C. The mixture was stirred for a further 3 hours, diluted with ice/water and the precipitated product collected by filtration washed with water and dried to give 2,4-difluoro-5-methoxycarbonyloxy-1-nitrobenzene (2.8 g, ...